The task is: describe an organic reaction: reactants, conditions, products, and yield. This data is from the Open Reaction Database (ORD), a public repository of structured organic reaction records. Reactants: C(=O)C1=CC=C(C=C1)B(O)O (4-formylphenylboronic acid), BrC1=CC=C(C=C1)C1=CC=CC2=C1OC1=C2C=CC=C1 (4-(4-bromophenyl)-dibenzofuran), C([O-])([O-])=O.[Na+].[Na+] (sodium carbonate). Reagents/catalysts: [Pd].C1(=CC=CC=C1)P(C1=CC=CC=C1)C1=CC=CC=C1.C1(=CC=CC=C1)P(C1=CC=CC=C1)C1=CC=CC=C1.C1(=CC=CC=C1)P(C1=CC=CC=C1)C1=CC=CC=C1.C1(=CC=CC=C1)P(C1=CC=CC=C1)C1=CC=CC=C1 (Tetrakis-(Triphenylphosphine)-palladium(0)). Solvent: C1(=CC=CC=C1)C (toluene), C(C)O (ethanol). Conditions: temperature 100 celsius. Yields the product C1=CC=C(C=2OC3=C(C21)C=CC=C3)C3=CC=C(C=C3)C3=CC=C(C=C3)C=O (4′-Dibenzofuran-4-yl-biphenyl-4-carbaldehyde). Reaction SMILES: [CH:1]([C:3]1[CH:8]=[CH:7][C:6](B(O)O)=[CH:5][CH:4]=1)=[O:2].Br[C:13]1[CH:18]=[CH:17][C:16]([C:19]2[C:24]3[O:25][C:26]4[CH:31]=[CH:30][CH:29]=[CH:28][C:27]=4[C:23]=3[CH:22]=[CH:21][CH:20]=2)=[CH:15][CH:14]=1.C(=O)([O-])[O-].[Na+].[Na+]>C(O)C.C1(C)C=CC=CC=1.[Pd].C1(P(C2C=CC=CC=2)C2C=CC=CC=2)C=CC=CC=1.C1(P(C2C=CC=CC=2)C2C=CC=CC=2)C=CC=CC=1.C1(P(C2C=CC=CC=2)C2C=CC=CC=2)C=CC=CC=1.C1(P(C2C=CC=CC=2)C2C=CC=CC=2)C=CC=CC=1>[CH:22]1[C:23]2[C:27]3[CH:28]=[CH:29][CH:30]=[CH:31][C:26]=3[O:25][C:24]=2[C:19]([C:16]2[CH:15]=[CH:14][C:13]([C:6]3[CH:7]=[CH:8][C:3]([CH:1]=[O:2])=[CH:4][CH:5]=3)=[CH:18][CH:17]=2)=[CH:20][CH:21]=1 |f:2.3.4,7.8.9.10.11|. Procedure: A solution of 4-formylphenylboronic acid (0.9 g, 5.64 mmol) in ethanol (10 mL) was added to a stirred solution of the crude 4-(4-bromophenyl)-dibenzofuran (from the previous reaction) in toluene (40 mL). Tetrakis-(Triphenylphosphine)-palladium(0) (270 mg, 5 mol %) and 2 N sodium carbonate (4.7 mL, 9.4 mmol) were added and then the reaction was heated to 100° C. (oil bath temp.) for 2-3 h until complete (TLC control). The reaction mixture was cooled to room temperature and partitioned between wat... The reactants are Teflon, F (hydrofluoric acid), COC(CCCCCC[C@H]1C(CC([C@@H]1\C=C\CC(CCCC)(C)O)O[Si](C)(C)C(C)(C)C)=O)=O ((±)-methyl(16RS, 13E)-11-tert-butyldimethylsilyloxy-16-hydroxy-16-methyl-9-oxoprost-13-en-1-oate), C(C)#N (acetonitrile). Solvent: O (water). Reaction conditions: time 2 hour. Yields the product COC(CCCCCC[C@H]1C(CC([C@@H]1\C=C\CC(CCCC)(C)O)O)=O)=O ((±)-methyl(16RS, 13E)-11, 16-dihydroxy-16-methyl-9-oxoprost-13-en-1-oate). Yield: 98.8%. As a reaction SMILES: [CH3:1][O:2][C:3](=[O:34])[CH2:4][CH2:5][CH2:6][CH2:7][CH2:8][CH2:9][C@@H:10]1[C@@H:14](/[CH:15]=[CH:16]/[CH2:17][C:18]([OH:24])([CH3:23])[CH2:19][CH2:20][CH2:21][CH3:22])[CH:13]([O:25][Si](C(C)(C)C)(C)C)[CH2:12][C:11]1=[O:33].C(#N)C.F>O>[CH3:1][O:2][C:3](=[O:34])[CH2:4][CH2:5][CH2:6][CH2:7][CH2:8][CH2:9][C@@H:10]1[C@@H:14](/[CH:15]=[CH:16]/[CH2:17][C:18]([OH:24])([CH3:23])[CH2:19][CH2:20][CH2:21][CH3:22])[CH:13]([OH:25])[CH2:12][C:11]1=[O:33]. Reported procedure: Into a Teflon container were placed (±)-methyl(16RS, 13E)-11-tert-butyldimethylsilyloxy-16-hydroxy-16-methyl-9-oxoprost-13-en-1-oate (1.89 g, 3.81 mmol) and acetonitrile (50 ml), whereby 46% hydrofluoric acid (4.5 ml) was added and stirred at room temperature for 2 h. The reaction mixture was added with water (120 ml) and extracted with methylene chloride (60 ml) two times. The combined organic layer was washed with a saturated aqueous sodium hydrogencarbonate, a saturated aqueous sodium chlorid... Starting materials: COC(=O)c1nc2ccc3c(c2c(-c2ccc4c(c2)OCO4)c1C)OCO3, CO, Cl. Product: Cc1c(C(=O)O)nc2ccc3c(c2c1-c1ccc2c(c1)OCO2)OCO3. Reaction SMILES: [CH3:1][O:2][C:3](=[O:4])[c:5]1[n:6][c:7]2[cH:8][cH:9][c:10]3[c:11]([c:12]2[c:13](-[c:16]2[cH:17][c:18]4[c:19]([cH:23][cH:24]2)[O:20][CH2:21][O:22]4)[c:14]1[CH3:15])[O:25][CH2:26][O:27]3.[CH3:29][OH:30].[ClH:28]>>[O:2]=[C:3]([OH:4])[c:5]1[n:6][c:7]2[cH:8][cH:9][c:10]3[c:11]([c:12]2[c:13](-[c:16]2[cH:17][c:18]4[c:19]([cH:23][cH:24]2)[O:20][CH2:21][O:22]4)[c:14]1[CH3:15])[O:25][CH2:26][O:27]3. Starting materials: C=CCCC#CC(=O)OC, C1CCOC1, CCO, [Cu]I, [Li]C. The product is C=CCCC(C)=CC(=O)OC. As a reaction SMILES: [C:3]([C:4]#[C:5][CH2:6][CH2:7][CH:8]=[CH2:9])(=[O:10])[O:11][CH3:12].[CH2:16]1[O:17][CH2:18][CH2:19][CH2:20]1.[CH3:13][CH2:14][OH:15].[Cu:21][I:22].[Li:1][CH3:2]>>[C:3]([CH:4]=[C:5]([CH2:6][CH2:7][CH:8]=[CH2:9])[CH3:13])(=[O:10])[O:11][CH3:12]. Starting materials: C(C)(C)(C)OC(=O)N(C)[C@H]1CN(CC1)S(=O)(=O)C=1C=2C(=CN=C(C2C=CC1)Cl)Br ((R)-3-[N-(tert-Butoxycarbonyl)-N-methylamino]-1-(1-chloro-4-bromo-5-isoquinolinesulfonyl)pyrrolidine), C(C)(C)(C)OC(=O)NC1CN(CC1)S(=O)(=O)C=1C=2C(=CN=C(C2C=CC1)Cl)Cl ((R/S)-3-(tert-butoxycarbonyl)amino-1-(1,4-dichloro-5-isoquinolinesulfonyl)pyrrolidine). The product is NC1=NC=C(C=2C(=CC=CC12)S(=O)(=O)N1C[C@@H](CC1)NC)Br ((R)-1-(1-Amino-4-bromo-5-isoquinolinesulfonyl)-3-(methylamino)pyrrolidine), Cl (hydrochloride). As a reaction SMILES: C(OC([N:8]([C@@H:10]1[CH2:14][CH2:13][N:12]([S:15]([C:18]2[C:19]3[C:20]([Br:29])=[CH:21][N:22]=[C:23]([Cl:28])[C:24]=3[CH:25]=[CH:26][CH:27]=2)(=[O:17])=[O:16])[CH2:11]1)[CH3:9])=O)(C)(C)C.C(OC([NH:37]C1CCN(S(C2C3C(Cl)=CN=C(Cl)C=3C=CC=2)(=O)=O)C1)=O)(C)(C)C>>[NH2:37][C:23]1[C:24]2[CH:25]=[CH:26][CH:27]=[C:18]([S:15]([N:12]3[CH2:13][CH2:14][C@@H:10]([NH:8][CH3:9])[CH2:11]3)(=[O:17])=[O:16])[C:19]=2[C:20]([Br:29])=[CH:21][N:22]=1.[ClH:28]. Procedure details: Intermediate 24b is used in the method of Example 39 instead of Intermediate 26 to obtain the title compound as hydrochloride. The reactants are CC1(OB(OC1(C)C)C=1C=C(C=CC1)O)C (3-(4,4,5,5-tetramethyl-1,3,2-dioxaborolan-2-yl)phenol), ICCOCCOCCI (1-iodo-2-[2-(2-iodoethoxy)ethoxy]ethane). Yields the product C(COCCOC=1C=C(C=CC1)B1OC(C(O1)(C)C)(C)C)OCCOC=1C=C(C=CC1)B1OC(C(O1)(C)C)(C)C (2,2′-[Ethane-1,2-diylbis(oxyethane-2,1-diyloxy-3,1-phenylene)]bis(4,4,5,5-tetramethyl-1,3,2-dioxaborolane)). As a reaction SMILES: [CH3:1][C:2]1([CH3:16])[C:6]([CH3:8])([CH3:7])[O:5][B:4]([C:9]2[CH:10]=[C:11]([OH:15])[CH:12]=[CH:13][CH:14]=2)[O:3]1.I[CH2:18][CH2:19][O:20][CH2:21][CH2:22][O:23][CH2:24][CH2:25]I>>[CH2:19]([O:20][CH2:21][CH2:22][O:23][C:24]1[CH:25]=[C:9]([B:4]2[O:5][C:6]([CH3:8])([CH3:7])[C:2]([CH3:1])([CH3:16])[O:3]2)[CH:14]=[CH:13][CH:12]=1)[CH2:18][O:15][CH2:11][CH2:10][O:15][C:11]1[CH:10]=[C:9]([B:4]2[O:3][C:2]([CH3:16])([CH3:1])[C:6]([CH3:7])([CH3:8])[O:5]2)[CH:14]=[CH:13][CH:12]=1. Procedure: By following the process described in Example R65, Example R67 is prepared by dimerization of 3-(4,4,5,5-tetramethyl-1,3,2-dioxaborolan-2-yl)phenol with 1-iodo-2-[2-(2-iodoethoxy)ethoxy]ethane (Example R5). A white powder is obtained. The reactants are C1CCOC1, CO, Cl, NO, [Na+], [OH-], COC(=O)c1ccc(OCCNC(=O)c2ccccc2)cc1. Yields the product O=C(NO)c1ccc(OCCNC(=O)c2ccccc2)cc1. Reaction SMILES: [CH2:28]1[O:29][CH2:30][CH2:31][CH2:32]1.[CH3:33][OH:34].[ClH:27].[NH2:23][OH:24].[Na+:26].[OH-:25].[c:1]1([C:7](=[O:8])[NH:9][CH2:10][CH2:11][O:12][c:13]2[cH:14][cH:15][c:16]([C:17](=[O:18])[O:19][CH3:20])[cH:21][cH:22]2)[cH:2][cH:3][cH:4][cH:5][cH:6]1>>[c:1]1([C:7](=[O:8])[NH:9][CH2:10][CH2:11][O:12][c:13]2[cH:14][cH:15][c:16]([C:17](=[O:18])[NH:23][OH:24])[cH:21][cH:22]2)[cH:2][cH:3][cH:4][cH:5][cH:6]1. Reactants: S(O)(O)(=O)=O (sulfuric acid), ClC1=C(C=CC(=C1)Cl)C=1C(N(C(=CN1)C(F)(F)F)C)=O (3-(2,4-dichlorophenyl)-1-methyl-6-trifluoromethyl-2-oxo-1,2-dihydropyrazine), ClC1=C(C=CC(=C1)Cl)C=1C(N(C(=CN1)C(F)(F)F)C)=O (3-(2,4-dichlorophenyl)-1-methyl-6-trifluoromethyl-2-oxo-1,2-dihydropyrazine), [N+](=O)(O)[O-] (nitric acid), ice water. Run at time 1 hour. The product is ClC1=C(C=C(C(=C1)Cl)[N+](=O)[O-])C=1C(N(C(=CN1)C(F)(F)F)C)=O (3-(2,4dichloro-5-nitrophenyl)-1-methyl-6-trifluoromethyl-2-oxo-1,2-dihydropyrazine). The yield is 95.0%. RXN SMILES: S(=O)(=O)(O)O.[Cl:6][C:7]1[CH:12]=[C:11]([Cl:13])[CH:10]=[CH:9][C:8]=1[C:14]1[C:15](=[O:25])[N:16]([CH3:24])[C:17]([C:20]([F:23])([F:22])[F:21])=[CH:18][N:19]=1.[N+:26]([O-])([OH:28])=[O:27]>>[Cl:6][C:7]1[CH:12]=[C:11]([Cl:13])[C:10]([N+:26]([O-:28])=[O:27])=[CH:9][C:8]=1[C:14]1[C:15](=[O:25])[N:16]([CH3:24])[C:17]([C:20]([F:21])([F:23])[F:22])=[CH:18][N:19]=1. Procedure: To 1.7 ml of concentrated sulfuric acid was added 0.26 g of 3-(2,4-dichlorophenyl)-1-methyl-6-trifluoromethyl-2-oxo-1,2-dihydropyrazine (present compound 1-332) at 5° C. Furthermore, 85 til of 61% nitric acid was added, and the mixture was stirred at room temperature for 1 hour. After completion of the reaction, the reaction mixture was added to ice water, followed by extraction with chloroform. The organic layer was washed with water and then saturated sodium chloride solution, dried with anhyd... Reactants: C(C)(C)(C)O[C@H](CO)C1=C(C2=C(N=C(S2)C=2C=C3C(=NC2)C=NN3C)C=C1C)C1=CC=C(C=C1)Cl ((S)-2-tert-butoxy-2-(7-(4-chlorophenyl)-5-methyl-2-(1-methyl-1H-pyrazolo[4,3-b]pyridin-6-yl)benzo[d]thiazol-6-yl)ethanol), CrO3 H5IO6, CrO3, C(C)#N.O (acetonitrile water). Yields the product C(C)(C)(C)O[C@H](C(=O)O)C1=C(C2=C(N=C(S2)C=2C=C3C(=NC2)C=NN3C)C=C1C)C1=CC=C(C=C1)Cl ((S)-2-tert-butoxy-2-(7-(4-chlorophenyl)-5-methyl-2-(1-methyl-1H-pyrazolo[4,3-b]pyridin-6-yl)benzo[d]thiazol-6-yl)acetic acid). As a reaction SMILES: [C:1]([O:5][C@@H:6]([C:9]1[C:27]([CH3:28])=[CH:26][C:12]2[N:13]=[C:14]([C:16]3[CH:17]=[C:18]4[N:24]([CH3:25])[N:23]=[CH:22][C:19]4=[N:20][CH:21]=3)[S:15][C:11]=2[C:10]=1[C:29]1[CH:34]=[CH:33][C:32]([Cl:35])=[CH:31][CH:30]=1)[CH2:7][OH:8])([CH3:4])([CH3:3])[CH3:2].C(#N)C.[OH2:39]>>[C:1]([O:5][C@@H:6]([C:9]1[C:27]([CH3:28])=[CH:26][C:12]2[N:13]=[C:14]([C:16]3[CH:17]=[C:18]4[N:24]([CH3:25])[N:23]=[CH:22][C:19]4=[N:20][CH:21]=3)[S:15][C:11]=2[C:10]=1[C:29]1[CH:30]=[CH:31][C:32]([Cl:35])=[CH:33][CH:34]=1)[C:7]([OH:39])=[O:8])([CH3:4])([CH3:2])[CH3:3] |f:1.2|. Reaction conditions: time 1 hour. Reported procedure: To a solution of (S)-2-tert-butoxy-2-(7-(4-chlorophenyl)-5-methyl-2-(1-methyl-1H-pyrazolo[4,3-b]pyridin-6-yl)benzo[d]thiazol-6-yl)ethanol (50 mg, 0.099 mmol) in acetonitrile/water (2 mL/0.5 mL) was added CrO3/H5IO6 (0.439M, 1.1 mL, 0.483 mmol) and CrO3 (20 mg, 0.198 mmol). The reaction solution was stirred at room temperature for 1 h and quenched with 5% Na2S2O3 solution. The mixture was extracted with ethyl acetate, washed with water and brine. The organic solution was dried and concentrated to...